Dataset: the Open Reaction Database (ORD), a public repository of structured organic reaction records. Task: describe an organic reaction: reactants, conditions, products, and yield The reactants are F[B-](F)(F)F, CC(C)(C)OC(=O)NC1(C(=O)O)CCOCC1, CCN(C(C)C)C(C)C, NC(=O)C(N)Cc1ccc(I)cc1, CN(C)C=O, CN(C)C(On1nnc2ccccc21)=[N+](C)C. Product: CC(C)(C)OC(=O)NC1(C(=O)NC(Cc2ccc(I)cc2)C(N)=O)CCOCC1. As a reaction SMILES: [B-:40]([F:41])([F:42])([F:43])[F:44].[C:1]([CH3:2])([CH3:3])([CH3:4])[O:5][C:6](=[O:7])[NH:8][C:9]1([C:15](=[O:16])[OH:17])[CH2:10][CH2:11][O:12][CH2:13][CH2:14]1.[CH2:31]([N:32]([CH:33]([CH3:34])[CH3:35])[CH:36]([CH3:37])[CH3:38])[CH3:39].[NH2:18][CH:19]([C:20](=[O:21])[NH2:22])[CH2:23][c:24]1[cH:25][cH:26][c:27]([I:30])[cH:28][cH:29]1.[O:62]=[CH:63][N:64]([CH3:65])[CH3:66].[n:45]1([O:46][C:47]([N:48]([CH3:49])[CH3:50])=[N+:51]([CH3:52])[CH3:53])[c:54]2[cH:55][cH:56][cH:57][cH:58][c:59]2[n:60][n:61]1>>[C:1]([CH3:2])([CH3:3])([CH3:4])[O:5][C:6](=[O:7])[NH:8][C:9]1([C:15](=[O:17])[NH:18][CH:19]([C:20](=[O:21])[NH2:22])[CH2:23][c:24]2[cH:25][cH:26][c:27]([I:30])[cH:28][cH:29]2)[CH2:10][CH2:11][O:12][CH2:13][CH2:14]1.